From a dataset of the Open Reaction Database (ORD), a public repository of structured organic reaction records. describe an organic reaction: reactants, conditions, products, and yield The reactants are NC=1C(=NC=NC1Cl)N(C)C (5-Amino-4-(dimethyl)amino-6-chloropyrimidine), C(CCCCCCC\C=C/CCCCCCCC)(=O)Cl (oleoyl chloride), NC=1C(=NC=NC1Cl)Cl (5-amino-4,6-dichloropyrimidine), CNC (dimethylamine). Product: CN(C1=NC=NC(=C1NC(CCCCCCC\C=C/CCCCCCCC)=O)Cl)C (N-(4-dimethylamino-6-chloropyrimidin-5-yl)-cis-9-octadecenamide). RXN SMILES: [NH2:1][C:2]1[C:3]([N:9]([CH3:11])[CH3:10])=[N:4][CH:5]=[N:6][C:7]=1[Cl:8].NC1C(Cl)=NC=NC=1Cl.CNC.[C:24](Cl)(=[O:42])[CH2:25][CH2:26][CH2:27][CH2:28][CH2:29][CH2:30][CH2:31]/[CH:32]=[CH:33]\[CH2:34][CH2:35][CH2:36][CH2:37][CH2:38][CH2:39][CH2:40][CH3:41]>>[CH3:10][N:9]([CH3:11])[C:3]1[C:2]([NH:1][C:24](=[O:42])[CH2:25][CH2:26][CH2:27][CH2:28][CH2:29][CH2:30][CH2:31]/[CH:32]=[CH:33]\[CH2:34][CH2:35][CH2:36][CH2:37][CH2:38][CH2:39][CH2:40][CH3:41])=[C:7]([Cl:8])[N:6]=[CH:5][N:4]=1. Procedure details: 5-Amino-4-(dimethyl)amino-6-chloropyrimidine (prepared by reacting commercially available 5-amino-4,6-dichloropyrimidine with excess dimethylamine) was coupled with oleoyl chloride according to the procedure described in Example 4 to give the title compound. The reactants are C(=O)O.NCCC1=CC=C(NC2CCN(CC2)C(=O)NCCC2=CC=C(C=C2)CC)C=C1 (4-[4-(2-Aminoethyl)anilino]-N-(4-ethylphenethyl)-1-piperidinecarboxamide formate), C(C)(C)(C)[Si](C1=CC=CC=C1)(C1=CC=CC=C1)OC1=CC=C(C=C1)OCC1OC1 (tert-butyl-(4-oxiranylmethoxy-phenoxy)-diphenyl-silane). Run in C(Cl)(Cl)Cl.CO (chloroform methanol). Yields the product C(C)C1=CC=C(C=C1)CCNC(=O)N1CCC(CC1)NC1=CC=C(C=C1)CCNC[C@@H](COC1=CC=C(C=C1)O)O (4-(4-{2-[(2S)-2-Hydroxy-3-(4-hydroxy-phenoxy)-propylamino]-ethyl}-phenylamino)-piperidine-1-carboxylic Acid [2-(4-ethyl-phenyl)-ethyl]-amide). Yield: 28.4%. Reaction SMILES: C(O)=O.[NH2:4][CH2:5][CH2:6][C:7]1[CH:32]=[CH:31][C:10]([NH:11][CH:12]2[CH2:17][CH2:16][N:15]([C:18]([NH:20][CH2:21][CH2:22][C:23]3[CH:28]=[CH:27][C:26]([CH2:29][CH3:30])=[CH:25][CH:24]=3)=[O:19])[CH2:14][CH2:13]2)=[CH:9][CH:8]=1.C([Si]([O:50][C:51]1[CH:56]=[CH:55][C:54]([O:57][CH2:58][CH:59]2[CH2:61][O:60]2)=[CH:53][CH:52]=1)(C1C=CC=CC=1)C1C=CC=CC=1)(C)(C)C>C(Cl)(Cl)Cl.CO>[CH2:29]([C:26]1[CH:25]=[CH:24][C:23]([CH2:22][CH2:21][NH:20][C:18]([N:15]2[CH2:16][CH2:17][CH:12]([NH:11][C:10]3[CH:9]=[CH:8][C:7]([CH2:6][CH2:5][NH:4][CH2:61][C@H:59]([OH:60])[CH2:58][O:57][C:54]4[CH:55]=[CH:56][C:51]([OH:50])=[CH:52][CH:53]=4)=[CH:32][CH:31]=3)[CH2:13][CH2:14]2)=[O:19])=[CH:28][CH:27]=1)[CH3:30] |f:0.1,3.4|. Procedure: 4-[4-(2-Aminoethyl)anilino]-N-(4-ethylphenethyl)-1-piperidinecarboxamide formate (0.60 g, 1.3 mmol) was reacted with tert-butyl-(4-oxiranylmethoxy-phenoxy)-diphenyl-silane (0.55 g, 1.3 mmol) according to Procedure G (eluant: 20:1 chloroform-methanol) to give the title compound (0.295 g, 0.369 mmol).